From a dataset of the Open Reaction Database (ORD), a public repository of structured organic reaction records. describe an organic reaction: reactants, conditions, products, and yield The reactants are ClC1=NC=C(C(=N1)N)C (2-chloro-5-methyl-pyrimidin-4-ylamine), BrC1=CC=CC=2OCOC21 (4-bromo-benzo[1,3]dioxole), CC1(C2=C(C(=CC=C2)P(C3=CC=CC=C3)C4=CC=CC=C4)OC5=C(C=CC=C51)P(C6=CC=CC=C6)C7=CC=CC=C7)C (Xantphos), C([O-])([O-])=O.[Cs+].[Cs+] (cesium carbonate). Reagents/catalysts: C=1C=CC(=CC1)/C=C/C(=O)/C=C/C2=CC=CC=C2.C=1C=CC(=CC1)/C=C/C(=O)/C=C/C2=CC=CC=C2.C=1C=CC(=CC1)/C=C/C(=O)/C=C/C2=CC=CC=C2.[Pd].[Pd] (Pd2(dba)3). Run in O1CCOCC1 (dioxane), C(Cl)Cl (DCM). Yields the product O1COC2=C1C=CC=C2NC2=NC(=NC=C2C)Cl (Benzo[1,3]dioxol-4-yl-(2-chloro-5-methyl-pyrimidin-4-yl)-amine). The yield is 39.1%. Reaction SMILES: [Cl:1][C:2]1[N:7]=[C:6]([NH2:8])[C:5]([CH3:9])=[CH:4][N:3]=1.Br[C:11]1[C:19]2[O:18][CH2:17][O:16][C:15]=2[CH:14]=[CH:13][CH:12]=1.CC1(C)C2C(=C(P(C3C=CC=CC=3)C3C=CC=CC=3)C=CC=2)OC2C(P(C3C=CC=CC=3)C3C=CC=CC=3)=CC=CC1=2.C(=O)([O-])[O-].[Cs+].[Cs+]>O1CCOCC1.C(Cl)Cl.C1C=CC(/C=C/C(/C=C/C2C=CC=CC=2)=O)=CC=1.C1C=CC(/C=C/C(/C=C/C2C=CC=CC=2)=O)=CC=1.C1C=CC(/C=C/C(/C=C/C2C=CC=CC=2)=O)=CC=1.[Pd].[Pd]>[O:16]1[C:15]2[CH:14]=[CH:13][CH:12]=[C:11]([NH:8][C:6]3[C:5]([CH3:9])=[CH:4][N:3]=[C:2]([Cl:1])[N:7]=3)[C:19]=2[O:18][CH2:17]1 |f:3.4.5,8.9.10.11.12|. Procedure: A mixture of 2-chloro-5-methyl-pyrimidin-4-ylamine (1.4 g, 9.7 mmol), 4-bromo-benzo[1,3]dioxole (2.0 g, 10 mmol), Pd2(dba)3 (0.80 g, 0.87 mmol), Xantphos (1.0 g, 1.7 mmol) and cesium carbonate (6.3 g, 19 mmol) was suspended in dioxane (40 mL) and heated at reflux under the argon atmosphere for 5 h. The reaction mixture was cooled to room temperature and diluted with DCM (30 mL). The mixture was filtered and the filtrate concentrated in vacuo. The residue was purified by flash chromatography on s... Reactants: CC([O-])C.[Li+] (lithium isopropoxide), C(C)[Zn]CC (diethylzinc), [I-].[Li+] (lithium iodide), C(#N)C1=CC=C(C(=O)OC(C)(C)C)C=C1 (tert-butyl 4-cyanobenzoate). The reagents and catalysts are CC([O-])C.C[Ti+3].CC([O-])C.CC([O-])C (methyltitanium isopropoxide). Run in C1CCOC1 (THF), CCCCCC (hexane), C1CCOC1 (THF), O (water). Conditions: time 15 minute. Product: NC1(CC1)C1=CC=C(C(=O)OC(C)(C)C)C=C1 (tert-butyl 4-(1-aminocyclopropyl)benzoate). RXN SMILES: [CH3:1][CH:2](C)[O-].[Li+].[I-].[Li+].[C:8]([C:10]1[CH:22]=[CH:21][C:13]([C:14]([O:16][C:17]([CH3:20])([CH3:19])[CH3:18])=[O:15])=[CH:12][CH:11]=1)#[N:9].C([Zn]CC)C>C1COCC1.CCCCCC.CC(C)[O-].C[Ti+3].CC(C)[O-].CC(C)[O-].O>[NH2:9][C:8]1([C:10]2[CH:22]=[CH:21][C:13]([C:14]([O:16][C:17]([CH3:18])([CH3:19])[CH3:20])=[O:15])=[CH:12][CH:11]=2)[CH2:2][CH2:1]1 |f:0.1,2.3,8.9.10.11|. Reported procedure: 50 mL of a 2M lithium isopropoxide solution in THF was placed under an argon atmosphere and 13.4 g of anhydrous lithium iodide was added thereto. After 15 minutes, 45 mL of a 1M methyltitanium isopropoxide solution in THF was added. Then the mixture was combined with 8.1 g of tert-butyl 4-cyanobenzoate and stirred for 10 minutes. Then within 60 minutes, 47.3 mL of a 15% diethylzinc solution in hexane was added thereto and the mixture was stirred for 12 hours at RT. After hydrolysis with 20 mL of... Starting materials: C(C)OC(=O)C1=C(NC(=C(C1C1=CC=CC=C1)C(=O)OCC)C)N (2-amino-4-phenyl-6-methyl-1,4-dihydropyridine-3,5-dicarboxylic acid diethyl ester), COC(N(C)C)OC (dimethylformamide dimethyl acetal). Solvent: CCOCC (ether). Reaction conditions: time 60 minute. Product: C(C)OC(=O)C1=C(NC(=C(C1C1=CC=CC=C1)C(=O)OCC)C)N=CN(C)C (2-(Dimethylaminomethyleneamino)-4-phenyl-6-methyl-1,4-dihydropyridine-3,5-dicarboxylic acid diethyl ester). RXN SMILES: [CH2:1]([O:3][C:4]([C:6]1[CH:11]([C:12]2[CH:17]=[CH:16][CH:15]=[CH:14][CH:13]=2)[C:10]([C:18]([O:20][CH2:21][CH3:22])=[O:19])=[C:9]([CH3:23])[NH:8][C:7]=1[NH2:24])=[O:5])[CH3:2].CO[CH:27](OC)[N:28]([CH3:30])[CH3:29]>CCOCC>[CH2:1]([O:3][C:4]([C:6]1[CH:11]([C:12]2[CH:17]=[CH:16][CH:15]=[CH:14][CH:13]=2)[C:10]([C:18]([O:20][CH2:21][CH3:22])=[O:19])=[C:9]([CH3:23])[NH:8][C:7]=1[N:24]=[CH:27][N:28]([CH3:30])[CH3:29])=[O:5])[CH3:2]. Procedure details: 15 g (45 mmols) of 2-amino-4-phenyl-6-methyl-1,4-dihydropyridine-3,5-dicarboxylic acid diethyl ester were warmed to 100° C. together with 10 g (84 mmols) of dimethylformamide dimethyl acetal and the mixture was stirred for about 60 minutes at this temperature. The reaction mass solidified whilst cooling and was suspended in a little ether, filtered off and recrystallised from ethanol. Melting point: 131° C. Yield: 13.7 g (79%) Starting materials: C1(CC1)NC(=O)C1=C(C=C(C=C1)B(O)O)C ([4-(cyclopropylcarbamoyl)-3-methylphenyl]boronic acid), BrC=1C=C(C2=C(NC=N2)C1)NCCC(F)(F)F (6-bromo-N-(3,3,3-trifluoropropyl)-1H-benzimidazol-4-amine), N1=CC=CC=C1 (pyridine), [N+]1(=CC=CC=C1)[O-] (pyridine 1-oxide). Reagents/catalysts: C(C)(=O)[O-].C(C)(=O)[O-].[Cu+2] (copper(II)diacetate). Run in ClCCl (dichloromethane), O (Water). Conditions: temperature 23 celsius, time 2 day. Yields the product BrC=1C=C(C2=C(N(C=N2)C2=CC(=C(C(=O)NC3CC3)C=C2)C)C1)NCCC(F)(F)F (4-{6-bromo-4-[(3,3,3-trifluoropropyl)amino]-1H-benzimidazol-1-yl}-N-cyclopropyl-2-methylbenzamide). Yield: 22.8%. Reaction SMILES: [CH:1]1([NH:4][C:5]([C:7]2[CH:12]=[CH:11][C:10](B(O)O)=[CH:9][C:8]=2[CH3:16])=[O:6])[CH2:3][CH2:2]1.[Br:17][C:18]1[CH:19]=[C:20]([NH:27][CH2:28][CH2:29][C:30]([F:33])([F:32])[F:31])[C:21]2[N:25]=[CH:24][NH:23][C:22]=2[CH:26]=1.[N+]1([O-])C=CC=CC=1.N1C=CC=CC=1>ClCCl.C([O-])(=O)C.C([O-])(=O)C.[Cu+2].O>[Br:17][C:18]1[CH:19]=[C:20]([NH:27][CH2:28][CH2:29][C:30]([F:33])([F:32])[F:31])[C:21]2[N:25]=[CH:24][N:23]([C:10]3[CH:11]=[CH:12][C:7]([C:5]([NH:4][CH:1]4[CH2:3][CH2:2]4)=[O:6])=[C:8]([CH3:16])[CH:9]=3)[C:22]=2[CH:26]=1 |f:5.6.7|. Procedure: To a solution of 751 mg [4-(cyclopropylcarbamoyl)-3-methylphenyl]boronic acid in 68.6 mL dichloromethane were added 528 mg (1.71 mmol) 6-bromo-N-(3,3,3-trifluoropropyl)-1H-benzimidazol-4-amine which was prepared according to intermediate example 1b, 623 mg copper(II)diacetate, 179 mg pyridine 1-oxide and 416 μL pyridine. The mixture was stirred at 23° C. for two days. Water was added and the mixture was extracted with dichloromethane and methanol. The organic layer was washed with water and drie... Starting materials: O1COC2=C1C=CC(=C2)C2(CC2)C(=O)NC=2C=NC(=CC2)C2=CC=CC=C2 (1-(benzo[d][1,3]dioxol-5-yl)-N-(6-phenylpyridin-3-yl)cyclopropanecarboxamide), ClC1=C(C=CC=C1)B(O)O (2-chlorophenylboronic acid), O1COC2=C1C=CC(=C2)C2(CC2)C(=O)NC=2C=NC(=CC2)Br (1-(benzo[d][1,3]dioxol-5-yl)-N-(6-bromopyridin-3-yl)cyclopropanecarboxamide). Product: O1COC2=C1C=CC(=C2)C2(CC2)C(=O)NC=2C=NC(=CC2)C2=C(C=CC=C2)Cl (1-(Benzo[d][1,3]dioxol-5-yl)-N-(6-(2-chlorophenyl)pyridin-3-yl)cyclopropanecarboxamide). Reaction SMILES: [O:1]1[C:5]2[CH:6]=[CH:7][C:8]([C:10]3([C:13]([NH:15][C:16]4[CH:17]=[N:18][C:19]([C:22]5[CH:27]=[CH:26][CH:25]=[CH:24][CH:23]=5)=[CH:20][CH:21]=4)=[O:14])[CH2:12][CH2:11]3)=[CH:9][C:4]=2[O:3][CH2:2]1.[Cl:28]C1C=CC=CC=1B(O)O.O1C2C=CC(C3(C(NC4C=NC(Br)=CC=4)=O)CC3)=CC=2OC1>>[O:1]1[C:5]2[CH:6]=[CH:7][C:8]([C:10]3([C:13]([NH:15][C:16]4[CH:17]=[N:18][C:19]([C:22]5[CH:27]=[CH:26][CH:25]=[CH:24][C:23]=5[Cl:28])=[CH:20][CH:21]=4)=[O:14])[CH2:12][CH2:11]3)=[CH:9][C:4]=2[O:3][CH2:2]1. Reported procedure: 1-(Benzo[d][1,3]dioxol-5-yl)-N-(6-(2-chlorophenyl)pyridin-3-yl)cyclopropanecarboxamide was synthesized using the procedure of 1-(benzo[d][1,3]dioxol-5-yl)-N-(6-phenylpyridin-3-yl)cyclopropanecarboxamide from 2-chlorophenylboronic acid and 1-(benzo[d][1,3]dioxol-5-yl)-N-(6-bromopyridin-3-yl)cyclopropanecarboxamide. Starting materials: S1C(=CC=C1)C1=CC=NC=2N1C=NC2C#N (4-(2-thienyl)imidazo[1,5-a]pyrimidine-8-carbonitrile), Cl (hydrochloric acid), C(C)(=O)O (acetic acid). Product: S1C(=CC=C1)C1=CC=NC=2N1C=NC2C(=O)O (4-(2-thienyl)imidazo[1,5-a]pyrimidine-8-carboxylic acid). RXN SMILES: [S:1]1[CH:5]=[CH:4][CH:3]=[C:2]1[C:6]1[N:11]2[CH:12]=[N:13]C(C#N)=[C:10]2[N:9]=[CH:8][CH:7]=1.Cl.[C:18]([OH:21])(=[O:20])[CH3:19]>>[S:1]1[CH:5]=[CH:4][CH:3]=[C:2]1[C:6]1[N:11]2[CH:12]=[N:13][C:19]([C:18]([OH:21])=[O:20])=[C:10]2[N:9]=[CH:8][CH:7]=1. Procedure: A mixture of 0.01 mol of 4-(2-thienyl)imidazo[1,5-a]pyrimidine-8-carbonitrile (Example 1), 15 ml. of glacial acetic acid and 15 ml. of concentrated hydrochloric acid can be refluxed for 16 hours. The reaction mixture can be cooled and evaporated to dryness in vacuo, water added, and the precipitated solid recovered by filtration to produce 4-(2-thienyl)imidazo[1,5-a]pyrimidine-8-carboxylic acid. Starting materials: [H-].[Al+3].[Li+].[H-].[H-].[H-] (LAH), [H-].[Al+3].[Li+].[H-].[H-].[H-] (lithium aluminum hydride), C(C)(=O)OC1=CC=2C(C[C@H]3[C@@H]4CC=C[C@@]4(C)CC[C@@H]3C2C=C1)=O (estra-1,3,5(10),16-tetraen-6-one-3-yl acetate), 6. Solvent: C1CCOC1 (THF), C1CCOC1 (THF). The product is C[C@@]12C=CC[C@H]1[C@@H]1CC(C=3C=C(C=CC3[C@H]1CC2)O)O (Estra-1,3,5(10),16-tetraene-3,6-diol). Isolated yield 10.0%. RXN SMILES: [H-].[Al+3].[Li+].[H-].[H-].[H-].C([O:10][C:11]1[CH:28]=[CH:27][C:26]2[C@@H:25]3[C@H:16]([C@H:17]4[C@@:21]([CH2:23][CH2:24]3)([CH3:22])[CH:20]=[CH:19][CH2:18]4)[CH2:15][C:14](=[O:29])[C:13]=2[CH:12]=1)(=O)C>C1COCC1>[CH3:22][C@:21]12[CH2:23][CH2:24][C@H:25]3[C@@H:16]([CH2:15][CH:14]([OH:29])[C:13]4[CH:12]=[C:11]([OH:10])[CH:28]=[CH:27][C:26]=43)[C@@H:17]1[CH2:18][CH:19]=[CH:20]2 |f:0.1.2.3.4.5|. Procedure details: To a suspension of lithium aluminum hydride (LAH, 95%, 46.9 mg, 1.17 mmol) in 5 mL of anhydrous THF was added estra-1,3,5(10),16-tetraen-6-one-3-yl acetate, 6 (422.9 mg, 1.360 mmol) in 5 mL of anhydrous THF dropwise, with stirring. See FIG. 13. The reaction was stirred 50 min., after which further LAH (46.5 mg, 1.16 mmol) was added and the reaction stirred 22 h. After refluxing 4 h TLC still showed starting material. The reaction was quenched with 0.5 mL of water+0.5 mL of 20% (w/w) sulfuric aci... Reactants: Br.ClC=1C=CC=2N(N1)C(=NN2)N (6-chloro-[1,2,4]triazolo[4,3-b]pyridazin-3-ylamine hydrobromide), C([O-])([O-])=O.[K+].[K+] (potassium carbonate). Solvent: O (water). Yields the product ClC=1C=CC=2N(N1)C(=NN2)N (6-Chloro-[1,2,4]triazolo[4,3-b]pyridazin-3-ylamine). Yield: 30.6%. Reaction SMILES: Br.[Cl:2][C:3]1[CH:4]=[CH:5][C:6]2[N:7]([C:9]([NH2:12])=[N:10][N:11]=2)[N:8]=1.C(=O)([O-])[O-].[K+].[K+]>O>[Cl:2][C:3]1[CH:4]=[CH:5][C:6]2[N:7]([C:9]([NH2:12])=[N:10][N:11]=2)[N:8]=1 |f:0.1,2.3.4|. Reported procedure: 6-Chloro-[1,2,4]triazolo[4,3-b]pyridazin-3-ylamine hydrobromide (W2.001; 1.1 g) was taken up with a large amount of water and alkalized with saturated potassium carbonate solution. The solid which precipitated out was filtered off with suction and dried (388 mg). Repeated extraction of the mother liquor with dichloromethane, drying of the combined organic phases over sodium sulfate, filtration and concentration afforded a further 228 mg of product in total. Starting materials: CS(=O)(=O)Cl (methanesulfonic acid chloride), C1(O)=CC(O)=CC(O)=C1 (phloroglucinol), CN1CCOCC1 (N-methylmorpholine). Run in O1CCCC1 (tetrahydrofuran). Run at time 2 hour. The product is CS(=O)(=O)OC1=CC(=CC(=C1)OS(=O)(=O)C)OS(=O)(=O)C (1,3,5-Tris-methanesulfonyloxy-benzene). Reaction SMILES: [CH3:1][S:2](Cl)(=[O:4])=[O:3].[C:6]1([CH:14]=[C:12]([OH:13])[CH:11]=[C:9]([OH:10])[CH:8]=1)[OH:7].CN1CCOCC1>O1CCCC1>[CH3:1][S:2]([O:7][C:6]1[CH:14]=[C:12]([O:13][S:2]([CH3:1])(=[O:4])=[O:3])[CH:11]=[C:9]([O:10][S:2]([CH3:1])(=[O:4])=[O:3])[CH:8]=1)(=[O:4])=[O:3]. Reported procedure: 39.8 g (0.33 mol) of methanesulfonic acid chloride were added dropwise at 0° C. within the course of 30 minutes to a solution of 12.6 g (0.10 mol) of phloroglucinol and 101 g (1.0 mol) of N-methylmorpholine in 200 ml of dry tetrahydrofuran in such a way that the temperature did not rise above 10° C. After the dropwise addition, the ice bath was removed, and the mixture was warmed to room temperature and stirred for 2 hours at this temperature. The mixture was then slowly added dropwise with cont...